From a dataset of the Open Reaction Database (ORD), a public repository of structured organic reaction records. describe an organic reaction: reactants, conditions, products, and yield The reagents and catalysts are C1CCOC1 (THF). The reactants are COC1=C(C=CC=C1)C1C(C(C2=CC=CC=C12)C1=CC2=C(C=C1)OCO2)C(=O)[O-] (1-(2-methoxyphenyl)-3-(3,4-methylenedioxyphenyl)indane-2-carboxylate), [OH-].[K+] (KOH). Procedure details: To a solution of ethyl (1RS, 2RS, 3RS)-1-(2-methoxyphenyl)-3-(3,4-methylenedioxyphenyl)indane-2-carboxylate (90 mg, 0.22 mmol) in EtOH (2 ml) containing a few drops of THF was added 6M KOH (0.22 ml, 1.32 mmol). The resulting mixture was allowed to stir at room temperature overnight, then was concentrated under reduced pressure. The residue was partitioned between H2O and Et2O. The aqueous phase was acidified with 3M HCl and extracted with EtOAc. The EtOAc extract was washed successively with H2O... Yields the product COC1=C(C=CC=C1)C1C(C(C2=CC=CC=C12)C1=CC2=C(C=C1)OCO2)C(=O)O (1-(2-Methoxyphenyl)-3-(3,4-methylenedioxyphenyl)indane-2-carboxylic acid). Run in CCO (EtOH). The yield is 46.8%. Run at time 8 hour. As a reaction SMILES: [CH3:1][O:2][C:3]1[CH:8]=[CH:7][CH:6]=[CH:5][C:4]=1[CH:9]1[C:17]2[C:12](=[CH:13][CH:14]=[CH:15][CH:16]=2)[CH:11]([C:18]2[CH:23]=[CH:22][C:21]3[O:24][CH2:25][O:26][C:20]=3[CH:19]=2)[CH:10]1[C:27]([O-:29])=[O:28].[OH-].[K+]>CCO.C1COCC1>[CH3:1][O:2][C:3]1[CH:8]=[CH:7][CH:6]=[CH:5][C:4]=1[CH:9]1[C:17]2[C:12](=[CH:13][CH:14]=[CH:15][CH:16]=2)[CH:11]([C:18]2[CH:23]=[CH:22][C:21]3[O:24][CH2:25][O:26][C:20]=3[CH:19]=2)[CH:10]1[C:27]([OH:29])=[O:28] |f:1.2|. Starting materials: O=C=NCc1ccccc1, NCc1nc2ncccc2c(=O)[nH]1, c1ccncc1. The product is O=C(NCc1ccccc1)NCc1nc2ncccc2c(=O)[nH]1. RXN SMILES: [CH2:1]([c:2]1[cH:3][cH:4][cH:5][cH:6][cH:7]1)[N:8]=[C:9]=[O:10].[NH2:11][CH2:12][c:13]1[nH:14][c:15](=[O:23])[c:16]2[c:17]([n:18]1)[n:19][cH:20][cH:21][cH:22]2.[cH:24]1[cH:25][cH:26][n:27][cH:28][cH:29]1>>[CH2:1]([c:2]1[cH:3][cH:4][cH:5][cH:6][cH:7]1)[NH:8][C:9](=[O:10])[NH:11][CH2:12][c:13]1[nH:14][c:15](=[O:23])[c:16]2[c:17]([n:18]1)[n:19][cH:20][cH:21][cH:22]2. The reactants are CO, CC(C)n1cc(-c2nc(C(=O)O)c(N)nc2-c2ccccc2)ccc1=O, O=S(Cl)Cl. Product: COC(=O)c1nc(-c2ccc(=O)n(C(C)C)c2)c(-c2ccccc2)nc1N. As a reaction SMILES: [CH3:31][OH:32].[NH2:1][c:2]1[c:3]([C:24](=[O:25])[OH:26])[n:4][c:5](-[c:14]2[cH:15][n:16]([CH:21]([CH3:22])[CH3:23])[c:17](=[O:20])[cH:18][cH:19]2)[c:6](-[c:8]2[cH:9][cH:10][cH:11][cH:12][cH:13]2)[n:7]1.[S:27]([Cl:28])([Cl:29])=[O:30]>>[NH2:1][c:2]1[c:3]([C:24](=[O:25])[O:26][CH3:31])[n:4][c:5](-[c:14]2[cH:15][n:16]([CH:21]([CH3:22])[CH3:23])[c:17](=[O:20])[cH:18][cH:19]2)[c:6](-[c:8]2[cH:9][cH:10][cH:11][cH:12][cH:13]2)[n:7]1. Reactants: C(C1=CC=CC=C1)N1CCC2(CC1)OC(C1=CC(=CC=C12)OC)(C1=CC=CC=C1)O (1'-benzyl-1,3-dihydro-3-hydroxy-5-methoxy-3-phenylspiro[isobenzofuran-1,4'-piperidine]), CO (methanol), Cl (hydrogen chloride), [OH-].[Na+] (sodium hydroxide). The solvent is O (water). The product is C(C1=CC=CC=C1)N1CCC2(CC1)OC(C1=CC(=CC=C12)OC)(C1=CC=CC=C1)OC (1'-Benzyl-1,3-dihydro-3,5-dimethoxy-3-phenylspiro[isobenzofuran-1,4'-piperidine]). As a reaction SMILES: [CH2:1]([N:8]1[CH2:13][CH2:12][C:11]2([C:21]3[C:16](=[CH:17][C:18]([O:22][CH3:23])=[CH:19][CH:20]=3)[C:15]([OH:30])([C:24]3[CH:29]=[CH:28][CH:27]=[CH:26][CH:25]=3)[O:14]2)[CH2:10][CH2:9]1)[C:2]1[CH:7]=[CH:6][CH:5]=[CH:4][CH:3]=1.[CH3:31]O.Cl.[OH-].[Na+]>O>[CH2:1]([N:8]1[CH2:13][CH2:12][C:11]2([C:21]3[C:16](=[CH:17][C:18]([O:22][CH3:23])=[CH:19][CH:20]=3)[C:15]([O:30][CH3:31])([C:24]3[CH:25]=[CH:26][CH:27]=[CH:28][CH:29]=3)[O:14]2)[CH2:10][CH2:9]1)[C:2]1[CH:7]=[CH:6][CH:5]=[CH:4][CH:3]=1 |f:3.4|. Procedure details: A solution of 1'-benzyl-1,3-dihydro-3-hydroxy-5-methoxy-3-phenylspiro[isobenzofuran-1,4'-piperidine] (prepared by method of Example 1), methanol, and a catalytic amount of methanolic hydrogen chloride is heated under reflux, cooled, made basic with sodium hydroxide, and diluted with water. The mixture is extracted with ethyl acetate, and the ethyl acetate solution is dried over sodium sulfate and concentrated to a solid. Recrystallization from acetone-water provides colorless crystals, m.p. 129°... The reactants are FC1=CC=C2C(=CNC2=C1)C1CCNCC1 (6-fluoro-3-(piperidin-4-yl)-1H-indole), O1[C@@H](C1)COC1=C2C=CNC2=CC=C1 ((S)-(+)-4-(oxiranylmethoxy)-1H-indole). The solvent is CO.CS(=O)C (methanol dimethylsulfoxide). The product is FC1=CC=C2C(=CNC2=C1)C1CCN(CC1)CC(COC1=C2C=CNC2=CC=C1)O ((+)-3-[4-(6-fluoro-3-indolyl)piperidin-1-yl]-1-(4-indolyloxy)-2-propanol). As a reaction SMILES: [F:1][C:2]1[CH:10]=[C:9]2[C:5]([C:6]([CH:11]3[CH2:16][CH2:15][NH:14][CH2:13][CH2:12]3)=[CH:7][NH:8]2)=[CH:4][CH:3]=1.[O:17]1[CH2:19][C@H:18]1[CH2:20][O:21][C:22]1[CH:30]=[CH:29][CH:28]=[C:27]2[C:23]=1[CH:24]=[CH:25][NH:26]2>CO.CS(C)=O>[F:1][C:2]1[CH:10]=[C:9]2[C:5]([C:6]([CH:11]3[CH2:16][CH2:15][N:14]([CH2:19][CH:18]([OH:17])[CH2:20][O:21][C:22]4[CH:30]=[CH:29][CH:28]=[C:27]5[C:23]=4[CH:24]=[CH:25][NH:26]5)[CH2:13][CH2:12]3)=[CH:7][NH:8]2)=[CH:4][CH:3]=1 |f:2.3|. Procedure: The title compound was prepared in a fashion similar to that described in Example 193 from 6-fluoro-3-(piperidin-4-yl)-1H-indole (1.00 g, 4.6 mmol) and (S)-(+)-4-(oxiranylmethoxy)-1H-indole (0.91 g, 4.8 mmol). The product was isolated as a white foam. Yield 0.75 g (40%). mp 94°-97° C. FDMS m/e=407 (M+ of free base). α[D]589 =+7.97 (c=1.00, methanol/dimethylsulfoxide). The reactants are [Ba+2], CC(C)=O, O=C(O)CCC(=O)c1ccc(-c2ccc(F)cc2)cc1, [H][H], NC1CCCCC1, [Na+], [OH-], O, [Pd+2], O=S(=O)([O-])[O-], O=S(=O)([O-])[O-]. The product is O=C(O)CCC(O)c1ccc(-c2ccc(F)cc2)cc1. Reaction SMILES: [Ba+2:42].[CH3:33][C:34](=[O:35])[CH3:36].[F:1][c:2]1[cH:3][cH:4][c:5](-[c:8]2[cH:9][cH:10][c:11]([C:14]([CH2:15][CH2:16][C:17](=[O:18])[OH:19])=[O:20])[cH:12][cH:13]2)[cH:6][cH:7]1.[H:23][H:24].[NH2:25][CH:26]1[CH2:27][CH2:28][CH2:29][CH2:30][CH2:31]1.[Na+:22].[OH-:21].[OH2:32].[Pd+2:43].[S:37]([O-:38])([O-:39])(=[O:40])=[O:41].[S:44]([O-:45])([O-:46])(=[O:47])=[O:48]>>[F:1][c:2]1[cH:3][cH:4][c:5](-[c:8]2[cH:9][cH:10][c:11]([CH:14]([CH2:15][CH2:16][C:17](=[O:18])[OH:19])[OH:20])[cH:12][cH:13]2)[cH:6][cH:7]1. Product: CCOC(=O)C(Cc1ccc(F)cc1)C(=O)c1ccc(C(F)(F)F)cc1. Reactants: O=C([O-])[O-], CC#N, Fc1ccc(CBr)cc1, [K+], [K+], CCOC(=O)CC(=O)c1ccc(C(F)(F)F)cc1. Reaction SMILES: [C:28](=[O:29])([O-:30])[O-:31].[CH3:34][C:35]#[N:36].[F:19][c:20]1[cH:21][cH:22][c:23]([CH2:24][Br:25])[cH:26][cH:27]1.[K+:32].[K+:33].[O:1]=[C:2]([CH2:3][C:4](=[O:5])[O:6][CH2:7][CH3:8])[c:9]1[cH:10][cH:11][c:12]([C:15]([F:16])([F:17])[F:18])[cH:13][cH:14]1>>[O:1]=[C:2]([CH:3]([C:4](=[O:5])[O:6][CH2:7][CH3:8])[CH2:24][c:23]1[cH:22][cH:21][c:20]([F:19])[cH:27][cH:26]1)[c:9]1[cH:10][cH:11][c:12]([C:15]([F:16])([F:17])[F:18])[cH:13][cH:14]1. Reactants: C(C1=CC=CC=C1)OC(=O)NCCN1C(C(OC2=C1C=C(C(=C2)C)C(=O)OC)(C2=CC(=CC=C2)C(F)(F)F)C)=O (Methyl 4-(2-{[(benzyloxy)carbonyl]amino}ethyl)-2,7-dimethyl-3-oxo-2-[3-(trifluoromethyl)-phenyl]-3,4-dihydro-2H-1,4-benzoxazine-6-carboxylate), [OH-].[Na+] (sodium hydroxide). Run in O1CCOCC1 (1,4-dioxane). Conditions: temperature 60 celsius, time 2.5 hour. The product is C(C1=CC=CC=C1)OC(=O)NCCN1C(C(OC2=C1C=C(C(=C2)C)C(=O)O)(C2=CC(=CC=C2)C(F)(F)F)C)=O (4-(2-{[(benzyloxy)carbonyl]amino}ethyl)-2,7-dimethyl-3-oxo-2-[3-(trifluoromethyl)phenyl]-3,4-dihydro-2H-1,4-benzoxazine-6-carboxylic acid). Isolated yield 94.8%. As a reaction SMILES: [CH2:1]([O:8][C:9]([NH:11][CH2:12][CH2:13][N:14]1[C:19]2[CH:20]=[C:21]([C:25]([O:27]C)=[O:26])[C:22]([CH3:24])=[CH:23][C:18]=2[O:17][C:16]([CH3:39])([C:29]2[CH:34]=[CH:33][CH:32]=[C:31]([C:35]([F:38])([F:37])[F:36])[CH:30]=2)[C:15]1=[O:40])=[O:10])[C:2]1[CH:7]=[CH:6][CH:5]=[CH:4][CH:3]=1.[OH-].[Na+]>O1CCOCC1>[CH2:1]([O:8][C:9]([NH:11][CH2:12][CH2:13][N:14]1[C:19]2[CH:20]=[C:21]([C:25]([OH:27])=[O:26])[C:22]([CH3:24])=[CH:23][C:18]=2[O:17][C:16]([CH3:39])([C:29]2[CH:34]=[CH:33][CH:32]=[C:31]([C:35]([F:38])([F:37])[F:36])[CH:30]=2)[C:15]1=[O:40])=[O:10])[C:2]1[CH:7]=[CH:6][CH:5]=[CH:4][CH:3]=1 |f:1.2|. Procedure: Methyl 4-(2-{[(benzyloxy)carbonyl]amino}ethyl)-2,7-dimethyl-3-oxo-2-[3-(trifluoromethyl)-phenyl]-3,4-dihydro-2H-1,4-benzoxazine-6-carboxylate (368.0 mg) was dissolved in 1,4-dioxane (5 ml), and thereto was added a 4N-aqueous sodium hydroxide solution (5 ml). The mixture was stirred at 60° C. for 2.5 hours, and cooled to room temperature. The mixture was concentrated under reduced pressure to remove 1,4-dioxane, and the residue was diluted with water, and the pH value thereof was adjusted to pH 1... The reactants are C1COCCOCCOCCOCCO1, CN(Cc1c[nH]c(-c2cccnc2F)c1F)C(=O)OC(C)(C)C, O=S(=O)(F)c1ccc(F)cn1, [H-], [Na+], C1CCOC1, O. Yields the product CN(Cc1cn(S(=O)(=O)c2ccc(F)cn2)c(-c2cccnc2F)c1F)C(=O)OC(C)(C)C. As a reaction SMILES: [CH2:26]1[O:27][CH2:28][CH2:29][O:30][CH2:31][CH2:32][O:33][CH2:34][CH2:35][O:36][CH2:37][CH2:38][O:39][CH2:40]1.[F:3][c:4]1[c:5]([CH2:16][N:17]([C:18]([O:19][C:20]([CH3:21])([CH3:22])[CH3:23])=[O:24])[CH3:25])[cH:6][nH:7][c:8]1-[c:9]1[c:10]([F:15])[n:11][cH:12][cH:13][cH:14]1.[F:41][c:42]1[cH:43][cH:44][c:45]([S:48](=[O:49])(=[O:50])[F:51])[n:46][cH:47]1.[H-:1].[Na+:2].[O:52]1[CH2:53][CH2:54][CH2:55][CH2:56]1.[OH2:57]>>[F:3][c:4]1[c:5]([CH2:16][N:17]([C:18]([O:19][C:20]([CH3:21])([CH3:22])[CH3:23])=[O:24])[CH3:25])[cH:6][n:7]([S:48]([c:45]2[cH:44][cH:43][c:42]([F:41])[cH:47][n:46]2)(=[O:49])=[O:50])[c:8]1-[c:9]1[c:10]([F:15])[n:11][cH:12][cH:13][cH:14]1. Reactants: N1CCCC1 (Pyrrolidine), ClN1NN(CC(=C1)Cl)Cl (1,3,5-Trichlorotriazine). Reaction conditions: time 1.25 hour. Product: ClC=1C(=NN=NC1N1CCCC1)N1CCCC1 (monochloro-bis(1-pyrrolidinyl)triazine). RXN SMILES: [NH:1]1[CH2:5][CH2:4][CH2:3][CH2:2]1.Cl[N:7]1[CH:12]=[C:11]([Cl:13])[CH2:10][N:9](Cl)[NH:8]1>>[Cl:13][C:11]1[C:12]([N:1]2[CH2:5][CH2:4][CH2:3][CH2:2]2)=[N:7][N:8]=[N:9][C:10]=1[N:1]1[CH2:5][CH2:4][CH2:3][CH2:2]1. Procedure: Pyrrolidine (28.5 g) is cooled on an ice bath. 1,3,5-Trichlorotriazine (18.4 g) is added with vigorous stirring. After 1-1.5 h the mixture is permitted to warm to 20°-25°. The solid is filtered and rinsed several times with water and dried under reduced pressure to give the monochloro-bis(1-pyrrolidinyl)triazine.